Dataset: the Open Reaction Database (ORD), a public repository of structured organic reaction records. Task: describe an organic reaction: reactants, conditions, products, and yield Starting materials: CN (Methylamine), BrCCCNC1=CC=C2C=C(NC(C2=C1)=O)C1=C(C=CC=C1)C(F)(F)F (7-(3-bromopropylamino)-3-(2-trifluoromethylphenyl)-2H-isoquinolin-1-one). Reaction conditions: time 3 hour. Yields the product CNCCCNC1=CC=C2C=C(NC(C2=C1)=O)C1=C(C=CC=C1)C(F)(F)F (7-(3-methylaminopropylamino)-3-(2-trifluoromethylphenyl)-2H-isoquinolin-1-one). Isolated yield 66.0%. RXN SMILES: [CH3:1][NH2:2].Br[CH2:4][CH2:5][CH2:6][NH:7][C:8]1[CH:17]=[C:16]2[C:11]([CH:12]=[C:13]([C:19]3[CH:24]=[CH:23][CH:22]=[CH:21][C:20]=3[C:25]([F:28])([F:27])[F:26])[NH:14][C:15]2=[O:18])=[CH:10][CH:9]=1>>[CH3:1][NH:2][CH2:4][CH2:5][CH2:6][NH:7][C:8]1[CH:17]=[C:16]2[C:11]([CH:12]=[C:13]([C:19]3[CH:24]=[CH:23][CH:22]=[CH:21][C:20]=3[C:25]([F:28])([F:27])[F:26])[NH:14][C:15]2=[O:18])=[CH:10][CH:9]=1. Reported procedure: Methylamine (40% methanol solution) was added to the 7-(3-bromopropylamino)-3-(2-trifluoromethylphenyl)-2H-isoquinolin-1-one (245 mg, 0.576 mmol) obtained in step A, and the obtained mixture was then stirred at a room temperature for 3 hours. Thereafter, the reaction solvent was distilled away, and the obtained residue was purified by amino silica gel column chromatography (methylene chloride:methanol=20:1), so as to obtain 142 mg of 7-(3-methylaminopropylamino)-3-(2-trifluoromethylphenyl)-2H-is...